From a dataset of the Open Reaction Database (ORD), a public repository of structured organic reaction records. describe an organic reaction: reactants, conditions, products, and yield Reactants: Cl (hydrochloric acid), C(C)(C)(C)[Si](O[C@@H]1C=2C(=C(C(=NC2CC(C1)(C)C)C(=C)C)C=1C(=CC=C(C1)C=O)C(F)(F)F)C1CCCC1)(C)C (5-(S)-[5-(tert-Butyl-dimethyl-silanyloxy)-4-cyclopentyl-2-isopropenyl-7,7-dimethyl-5,6,7,8-tetrahydro-quinolin-3-yl]-(4-trifluoromethyl-phenyl)-methanone), solution, [H-].[NH4+].[Li] (lithium ammonium hydride). Solvent: C(C)OC(C)=O (ethylacetate), O1CCCC1 (tetrahydrofurane), O1CCCC1 (tetrahydrofurane). Run at temperature 0 celsius, time 2 hour. The product is C(C)(C)(C)[Si](O[C@@H]1C=2C(=C(C(=NC2CC(C1)(C)C)C(=C)C)C=1C(=CC=C(C1)CO)C(F)(F)F)C1CCCC1)(C)C (5-(S)-[5-(tert-Butyl-dimethyl-silanyloxy)-4-cyclopentyl-2-isopropenyl-7,7-dimethyl-5,6,7,8-tetrahydro-quinolin-3-yl]-(4-trifluoromethyl-phenyl)-methanol). RXN SMILES: [C:1]([Si:5]([CH3:40])([CH3:39])[O:6][C@H:7]1[CH2:16][C:15]([CH3:18])([CH3:17])[CH2:14][C:13]2[N:12]=[C:11]([C:19]([CH3:21])=[CH2:20])[C:10]([C:22]3[C:23]([C:30]([F:33])([F:32])[F:31])=[CH:24][CH:25]=[C:26]([CH:28]=[O:29])[CH:27]=3)=[C:9]([CH:34]3[CH2:38][CH2:37][CH2:36][CH2:35]3)[C:8]1=2)([CH3:4])([CH3:3])[CH3:2].[H-].[NH4+].[Li].Cl>O1CCCC1.C(OC(=O)C)C>[C:1]([Si:5]([CH3:39])([CH3:40])[O:6][C@H:7]1[CH2:16][C:15]([CH3:18])([CH3:17])[CH2:14][C:13]2[N:12]=[C:11]([C:19]([CH3:21])=[CH2:20])[C:10]([C:22]3[C:23]([C:30]([F:31])([F:32])[F:33])=[CH:24][CH:25]=[C:26]([CH2:28][OH:29])[CH:27]=3)=[C:9]([CH:34]3[CH2:35][CH2:36][CH2:37][CH2:38]3)[C:8]1=2)([CH3:2])([CH3:3])[CH3:4] |f:1.2.3,^1:42|. Reported procedure: 125 mg 5-(S)-[5-(tert-Butyl-dimethyl-silanyloxy)-4-cyclopentyl-2-isopropenyl-7,7-dimethyl-5,6,7,8-tetrahydro-quinolin-3-yl]-(4-trifluoromethyl-phenyl)-methanone are dissolved in 10 ml tetrahydrofurane cooled to 0° C. and mixed with 890 μl of a 1 M solution of lithium ammonium hydride in tetrahydrofurane. The mixture is stirred for 2 h, diluted with ethylacetate and mixed with 890 μl of a 1 M hydrochloric acid. Then the mixture is dried with magnesium sulphate, the solvents are evaporated in vacu... Starting materials: CS(=O)(=O)Cl (methanesulfonyl chloride), C(C)(C)NC(C)C (diisopropylamine), OC1(CCN(CC1)C(=O)OC(C)(C)C)C=1NC=CN1 (tert-butyl 4-hydroxy-4-(1H-imidazol-2-yl)piperidine-1-carboxylate), C(C)(C)NC(C)C (diisopropylamine), CS(=O)(=O)Cl (methanesulfonyl chloride). The solvent is O (water), [OH-].[Na+] (NaOH), CN(C)C=O (DMF). Reaction conditions: time 8 hour. The product is N1C(=NC=C1)C=1CCN(CC1)C(=O)OC(C)(C)C (tert-butyl 4-(1H-imidazol-2-yl)-3,6-dihydropyridine-1(2H)-carboxylate). Yield: 76.6%. Reaction SMILES: O[C:2]1([C:15]2[NH:16][CH:17]=[CH:18][N:19]=2)[CH2:7][CH2:6][N:5]([C:8]([O:10][C:11]([CH3:14])([CH3:13])[CH3:12])=[O:9])[CH2:4][CH2:3]1.C(NC(C)C)(C)C.CS(Cl)(=O)=O>CN(C=O)C.O.[OH-].[Na+]>[NH:16]1[CH:17]=[CH:18][N:19]=[C:15]1[C:2]1[CH2:7][CH2:6][N:5]([C:8]([O:10][C:11]([CH3:14])([CH3:13])[CH3:12])=[O:9])[CH2:4][CH:3]=1 |f:5.6|. Procedure: To a solution of tert-butyl 4-hydroxy-4-(1H-imidazol-2-yl)piperidine-1-carboxylate (10.5 g) and diisopropylamine (13.8 mL, 2.5 equiv.) in anhydrous DMF under N2 at 0° C. was added in one portion of methanesulfonyl chloride (6.19 mL, 2 equiv.). The reaction was stirred at 0° C. for 2 hours when a further 2 equivalents of methanesulfonyl chloride and 2.5 equivalents of diisopropylamine was added and the resulting mixture stirred at room temperature overnight. The mixture was diluted with water (20... Reactants: Clc1ccc(OCc2ccccc2)nn1, CCC(C)=O, NC(N)=S. Yields the product Sc1ccc(OCc2ccccc2)nn1. Reaction SMILES: [CH2:1]([c:2]1[cH:3][cH:4][cH:5][cH:6][cH:7]1)[O:8][c:9]1[n:10][n:11][c:12]([Cl:15])[cH:13][cH:14]1.[CH3:20][C:21]([CH2:22][CH3:23])=[O:24].[NH2:16][C:17]([NH2:18])=[S:19]>>[CH2:1]([c:2]1[cH:3][cH:4][cH:5][cH:6][cH:7]1)[O:8][c:9]1[n:10][n:11][c:12]([SH:19])[cH:13][cH:14]1. The reactants are CC1(C)C(C(=O)c2c[nH]c3ccc(OCc4ccccc4)cc23)C1(C)C, CS(=O)(=O)OCCN1CCOC1=O, [H-], [Na+], CN(C)C=O. RXN SMILES: [CH2:1]([c:2]1[cH:3][cH:4][cH:5][cH:6][cH:7]1)[O:8][c:9]1[cH:10][c:11]2[c:12]([C:18](=[O:19])[CH:20]3[C:21]([CH3:25])([CH3:26])[C:22]3([CH3:23])[CH3:24])[cH:13][nH:14][c:15]2[cH:16][cH:17]1.[CH3:27][S:28]([O:29][CH2:32][CH2:33][N:34]1[C:35](=[O:39])[O:36][CH2:37][CH2:38]1)(=[O:30])=[O:31].[H-:41].[Na+:40].[O:42]=[CH:43][N:44]([CH3:45])[CH3:46]>>[CH2:1]([c:2]1[cH:3][cH:4][cH:5][cH:6][cH:7]1)[O:8][c:9]1[cH:10][c:11]2[c:12]([C:18](=[O:19])[CH:20]3[C:21]([CH3:25])([CH3:26])[C:22]3([CH3:23])[CH3:24])[cH:13][n:14]([CH2:32][CH2:33][N:34]3[C:35](=[O:39])[O:36][CH2:37][CH2:38]3)[c:15]2[cH:16][cH:17]1. Product: CC1(C)C(C(=O)c2cn(CCN3CCOC3=O)c3ccc(OCc4ccccc4)cc23)C1(C)C. Starting materials: N1(N=CN=C1)CCO (2-(1,2,4-triazol-1yl)ethanol), C=O (formaldehyde). Conditions: temperature 135 celsius. Product: OCC1=NC=NN1CCO (2-(5-Hydroxymethyl-1,2,4-triazol-1-yl)ethanol). The yield is 68.0%. RXN SMILES: [N:1]1([CH2:6][CH2:7][OH:8])[CH:5]=[N:4][CH:3]=[N:2]1.[CH2:9]=[O:10]>>[OH:10][CH2:9][C:5]1[N:1]([CH2:6][CH2:7][OH:8])[N:2]=[CH:3][N:4]=1. Procedure: A solution of 2-(1,2,4-triazol-1yl)ethanol (5.0 g, 44 mmol) in 38% w/v aqueous formaldehyde (25 ml) was stirred and heated at 135° C. in a sealed tube for 18 hours. Upon cooling the volatiles were removed in vacuo (azeotroping with ethanol). The residue was purified by chromatography on silica gel, eluting with 5→10→15% methanol-dichloromethane to give the title compound (4.3 g, 68%) as a thick oil. 1H NMR (360 MHz, d6-DMSO) δ 3.69-3.74 (2H, m), 4.24 (2H, t, J=5.7 Hz), 4.60 (2H, d, J=5.7 Hz), 4.... Reactants: O (Water), OC(C#C)CCCCC (3-hydroxyoct-1-yne), C(C)(C)(C)[Si](Cl)(C)C (tert-butyldimethylchlorosilane), N1C=NC=C1 (imidazole). Solvent: CCCCCC (hexane), CN(C=O)C (N,N-dimethylformamide). Conditions: time 3 hour. The product is [Si](C)(C)(C(C)(C)C)OC(C#C)CCCCC (3-tert-butyldimethylsilyloxyoct-1-yne). As a reaction SMILES: [OH:1][CH:2]([CH2:5][CH2:6][CH2:7][CH2:8][CH3:9])[C:3]#[CH:4].N1C=CN=C1.[C:15]([Si:19]([CH3:22])([CH3:21])Cl)([CH3:18])([CH3:17])[CH3:16].O>CN(C)C=O.CCCCCC>[Si:19]([O:1][CH:2]([CH2:5][CH2:6][CH2:7][CH2:8][CH3:9])[C:3]#[CH:4])([C:15]([CH3:18])([CH3:17])[CH3:16])([CH3:22])[CH3:21]. Procedure details: To a solution of 3-hydroxyoct-1-yne (see Preparation 3.A.) (2.89 g, 0.02 mol), in N,N-dimethylformamide (DMF), cooled to 0° C., was added imidazole (2.1 g), followed by tert-butyldimethylchlorosilane (3.1 g, 0.02 mol), and the mixture was stirred for 3 h. Water (80 ml) and hexane (80 ml) were added; the organic layer was separated and combined with 2×80 ml of hexane extractions of the aqueous layer. The solvent was removed (in vacuo), after drying over sodium sulfate, to give a crude residue (4.... Reaction SMILES: [Cl:1]C(N(C)C)=C(C)C.[CH3:9][N:10]1[CH:14]=[C:13]([NH:15][C:16]([O:18][C:19]([CH3:22])([CH3:21])[CH3:20])=[O:17])[CH:12]=[C:11]1[C:23]([OH:25])=O>>[CH3:9][N:10]1[CH:14]=[C:13]([NH:15][C:16]([O:18][C:19]([CH3:22])([CH3:21])[CH3:20])=[O:17])[CH:12]=[C:11]1[C:23]([Cl:1])=[O:25]. The reactants are acid chloride, ClC(=C(C)C)N(C)C (N-(1-chloro-2-methylprop-1-enyl)-N,N-dimethylamine), CN1C(=CC(=C1)NC(=O)OC(C)(C)C)C(=O)O (1-methyl-4-(BOC amino)pyrrole-2-carboxylic acid), acid chloride. Run at time 8 hour. Product: CN1C(=CC(=C1)NC(=O)OC(C)(C)C)C(=O)Cl (1-methyl-4-(BOC amino)pyrrole-2-carbonyl Chloride). Procedure details: N-(1-chloro-2-methylprop-1-enyl)-N,N-dimethylamine (31 μL, 0.23 mmol) was added to a mixture of 1-methyl-4-(BOC amino)pyrrole-2-carboxylic acid (50 mg, 0.21 mmol) in CDCl3 (200 mL). After a few minutes, the 1H-NMR of the reaction mixture showed complete conversion of the acid to the acid chloride. The proton spectrum of this solution of acid chloride did not change on standing overnight at room temperature. 1H NMR (CDCl3): δ 7.35 (br s, 1H), 6.93 (d, J=2 Hz, 1H), 6.46 (br s, 1H), 3.82 (s, 3H), 1... Starting materials: COc1nc(C(F)(F)F)cc(C)c1C(=O)O, O=S(Cl)Cl. The product is COc1nc(C(F)(F)F)cc(C)c1C(=O)Cl. RXN SMILES: [CH3:5][O:6][c:7]1[c:8]([C:9](=[O:10])[OH:11])[c:12]([CH3:20])[cH:13][c:14]([C:16]([F:17])([F:18])[F:19])[n:15]1.[S:1]([Cl:2])([Cl:3])=[O:4]>>[Cl:3][C:9]([c:8]1[c:7]([O:6][CH3:5])[n:15][c:14]([C:16]([F:17])([F:18])[F:19])[cH:13][c:12]1[CH3:20])=[O:10].